From a dataset of the Open Reaction Database (ORD), a public repository of structured organic reaction records. describe an organic reaction: reactants, conditions, products, and yield The reactants are C1=CC=CC=2C(C3=C(C=CC21)C=CC=C3)C=O (5H-dibenzo[a,d]cycloheptene-5-carboxaldehyde), C(C)O (ethanol), C=O (formaldehyde), C(=O)([O-])[O-].[K+].[K+] (K2CO3). The solvent is O (water), O (water). The product is OCC1(C2=C(C=CC3=C1C=CC=C3)C=CC=C2)CO ((5-Hydroxymethyl-5H-dibenzo[a,d]cyclohepten-5-yl)methanol). The yield is 40.0%. As a reaction SMILES: [CH:1]1[C:11]2[CH:10]=[CH:9][C:8]3[CH:12]=[CH:13][CH:14]=[CH:15][C:7]=3[CH:6]([CH:16]=[O:17])[C:5]=2[CH:4]=[CH:3][CH:2]=1.[CH2:18]([OH:20])C.C=O.C([O-])([O-])=O.[K+].[K+]>O>[OH:17][CH2:16][C:6]1([CH2:18][OH:20])[C:5]2[CH:4]=[CH:3][CH:2]=[CH:1][C:11]=2[CH:10]=[CH:9][C:8]2[CH:12]=[CH:13][CH:14]=[CH:15][C:7]1=2 |f:3.4.5|. Procedure: A mixture of 11 g (0.05 mol) of 5H-dibenzo[a,d]cycloheptene-5-carboxaldehyde (prepared according to L. SALISBURY, J. Org. Chem., 1972, 37, 4075), 66 ml of ethanol, 16.2 ml (0.2 mol) of aqueous 37% formaldehyde solution, 11 ml of water and 6.6 g (0.05 mol) of K2CO3 is refluxed for 20 hours. The reaction medium is then poured into 1 liter of water with stirring and the mixture is extracted with CH2Cl2. The combined organic phases are dried over Na2SO4 and evaporated. The residual mass is triturate...